The task is: describe an organic reaction: reactants, conditions, products, and yield. This data is from the Open Reaction Database (ORD), a public repository of structured organic reaction records. Starting materials: solution, Example 6, C(=O)NC(CC1(CCC1)C1=CC=C(C=C1)Cl)C (N-formyl-2-[1-(4-chlorophenyl)cyclobutyl]-1-methylethylamine), [H-].COCCO[Al+]OCCOC.[Na+].[H-] (sodium bis(2-methoxyethoxy) aluminum hydride), COCCO[AlH2-]OCCOC.[Na+] (Red-al), Cl (hydrochloric acid). Run in CCOCC (ether), petroleum ether, C1(=CC=CC=C1)C (toluene). Product: Cl.CNC(CC1(CCC1)C1=CC=C(C=C1)Cl)C (N-methyl-2-[1-(4-chlorophenyl)cyclobutyl]-1-methylethylamine hydrochloride). Reaction SMILES: [H-].COCCO[Al+]OCCOC.[Na+].[H-].COCCO[AlH2-]OCCOC.[Na+].[CH:27]([NH:29][CH:30]([CH3:43])[CH2:31][C:32]1([C:36]2[CH:41]=[CH:40][C:39]([Cl:42])=[CH:38][CH:37]=2)[CH2:35][CH2:34][CH2:33]1)=O.Cl>C1(C)C=CC=CC=1.CCOCC>[ClH:42].[CH3:27][NH:29][CH:30]([CH3:43])[CH2:31][C:32]1([C:36]2[CH:37]=[CH:38][C:39]([Cl:42])=[CH:40][CH:41]=2)[CH2:33][CH2:34][CH2:35]1 |f:0.1.2.3,4.5,10.11|. Procedure: A 70% solution of sodium bis(2-methoxyethoxy) aluminum hydride in toluene (sold under the trade mark Red-al) (35 ml) was added dropwise to a solution of N-formyl-2-[1-(4-chlorophenyl)cyclobutyl]-1-methylethylamine prepared as described in Example 6 (5 g) in dry ether (110 ml) with cooling to maintain the temperature at less than 10° C. The temperature was allowed to rise to about 25° C. and then the mixture was heated under reflux for two hours. The reaction mixture was poured into a mixture of ...